This data is from the Open Reaction Database (ORD), a public repository of structured organic reaction records. The task is: describe an organic reaction: reactants, conditions, products, and yield The reactants are C(#N)C=1C=C2C(C(NC2=CC1)=O)(C=1C(=NC=CC1)OCC)O (5-cyano-3-hydroxy-3-(2-ethoxypyridin-3-yl)-1,3-dihydroindol-2-one), ClCCl.CO (dichloromethane methanol), ice water, N1=CC=CC=C1 (pyridine), S(=O)(Cl)Cl (thionyl chloride). Run in ClCCl (dichloromethane). RXN SMILES: [C:1]([C:3]1[CH:4]=[C:5]2[C:9](=[CH:10][CH:11]=1)[NH:8][C:7](=[O:12])[C:6]2(O)[C:13]1[C:14]([O:19][CH2:20][CH3:21])=[N:15][CH:16]=[CH:17][CH:18]=1)#[N:2].N1C=CC=CC=1.S(Cl)([Cl:31])=O.ClCCl.CO>ClCCl>[Cl:31][C:6]1([C:13]2[C:14]([O:19][CH2:20][CH3:21])=[N:15][CH:16]=[CH:17][CH:18]=2)[C:5]2[C:9](=[CH:10][CH:11]=[C:3]([C:1]#[N:2])[CH:4]=2)[NH:8][C:7]1=[O:12] |f:3.4|. The yield is 89.4%. Procedure: Under an atmosphere of nitrogen, 6.00 g (20.32 mmol) of the 5-cyano-3-hydroxy-3-(2-ethoxypyridin-3-yl)-1,3-dihydroindol-2-one were suspended in 60 ml of anhydrous dichloromethane (dried over molecular sieve). 2.30 ml (28.45 mmol) of pyridine were then added. The reaction mixture was cooled to a temperature of 0° C., and 2.06 ml (28.45 mmol) of neat thionyl chloride were then added dropwise (exothermic reaction). The mixture was stirred at room temperature for one hour. The formation of a yellow ... The product is ClC1(C(NC2=CC=C(C=C12)C#N)=O)C=1C(=NC=CC1)OCC (3-chloro-3-(2-ethoxypyridin-3-yl)-2-oxoindoline-5-carbonitrile). Reaction conditions: time 1 hour. Starting materials: NC1=C(C=C(C=C1C=1SC=CC1)Br)S(=O)(=O)[O-].[Na+] (sodium 2-amino-5-bromo-3-(2-thienyl)benzenesulphonate), [OH-].[Na+] (sodium hydroxide), C(C)O (ethanol). The reagents and catalysts are [Zn] (zinc). The solvent is CO (methanol). Yields the product NC1=C(C=CC=C1C=1SC=CC1)S(=O)(=O)[O-].[Na+] (Sodium 2-amino-3-(2-thienyl)benzenesulphonate). As a reaction SMILES: [NH2:1][C:2]1[C:7]([C:8]2[S:9][CH:10]=[CH:11][CH:12]=2)=[CH:6][C:5](Br)=[CH:4][C:3]=1[S:14]([O-:17])(=[O:16])=[O:15].[Na+:18].[OH-].[Na+].C(O)C>[Zn].CO>[NH2:1][C:2]1[C:7]([C:8]2[S:9][CH:10]=[CH:11][CH:12]=2)=[CH:6][CH:5]=[CH:4][C:3]=1[S:14]([O-:17])(=[O:16])=[O:15].[Na+:18] |f:0.1,2.3,7.8|. Procedure: 21 g (59 mmol) of sodium 2-amino-5-bromo-3-(2-thienyl)benzenesulphonate are heated at 100° C. for 1 hour in the presence of 350 ml of 10% sodium hydroxide solution, 15 ml of ethanol and 7.4 g of zinc. The temperature of the reaction medium is allowed to return to room temperature and 300 ml of methanol are added. The mixture is filtered through Celite, the filtrate is concentrated and the residue is taken up in 1N sodium hydroxide solution at 0° C. and dried under vacuum. The reactants are ClC(Cl)(Cl)Cl, CCOC(C)=O, CO, Cc1cn(COCCO)c(=O)[nH]c1=O, c1ccncc1. Yields the product Cc1cn(COCCCl)c(=O)[nH]c1=O. Reaction SMILES: [C:15]([Cl:16])([Cl:17])([Cl:18])[Cl:19].[CH3:26][CH2:27][O:28][C:29](=[O:30])[CH3:31].[CH3:32][OH:33].[OH:1][CH2:2][CH2:3][O:4][CH2:5][n:6]1[c:7](=[O:14])[nH:8][c:9](=[O:13])[c:10]([CH3:12])[cH:11]1.[cH:20]1[cH:21][cH:22][n:23][cH:24][cH:25]1>>[CH2:2]([CH2:3][O:4][CH2:5][n:6]1[c:7](=[O:14])[nH:8][c:9](=[O:13])[c:10]([CH3:12])[cH:11]1)[Cl:16]. The reactants are C(C)OC(COC1=C(C(=C(C=C1)C(C)=O)OCCOCCOCCOC1=C(C(=C(C=C1)C(C)=O)O)CCC)CCC)=O ([4-acetyl-3-[2-[2-[2-(4-acetyl-3-hydroxy-2-propylphenoxy)ethoxy]ethoxy]ethoxy]-2-propylphenoxy]acetic acid ethyl ester), [OH-].[Na+] (sodium hydroxide). Solvent: CO (methanol). Product: C(C)(=O)C1=C(C(=C(OCC(=O)O)C=C1)CCC)OCCOCCOCCOC1=C(C(=C(C=C1)C(C)=O)O)CCC ([4-acetyl-3-[2-[2-[2-(4-acetyl-3-hydroxy-2-propylphenoxy)ethoxy]ethoxy]ethoxy]-2-propylphenoxy]acetic acid). Isolated yield 91.9%. RXN SMILES: C([O:3][C:4](=[O:42])[CH2:5][O:6][C:7]1[CH:12]=[CH:11][C:10]([C:13](=[O:15])[CH3:14])=[C:9]([O:16][CH2:17][CH2:18][O:19][CH2:20][CH2:21][O:22][CH2:23][CH2:24][O:25][C:26]2[CH:31]=[CH:30][C:29]([C:32](=[O:34])[CH3:33])=[C:28]([OH:35])[C:27]=2[CH2:36][CH2:37][CH3:38])[C:8]=1[CH2:39][CH2:40][CH3:41])C.[OH-].[Na+]>CO>[C:13]([C:10]1[CH:11]=[CH:12][C:7]([O:6][CH2:5][C:4]([OH:42])=[O:3])=[C:8]([CH2:39][CH2:40][CH3:41])[C:9]=1[O:16][CH2:17][CH2:18][O:19][CH2:20][CH2:21][O:22][CH2:23][CH2:24][O:25][C:26]1[CH:31]=[CH:30][C:29]([C:32](=[O:34])[CH3:33])=[C:28]([OH:35])[C:27]=1[CH2:36][CH2:37][CH3:38])(=[O:15])[CH3:14] |f:1.2|. Reported procedure: A solution of 2.35 g (0.004 mole) of [4-acetyl-3-[2-[2-[2-(4-acetyl-3-hydroxy-2-propylphenoxy)ethoxy]ethoxy]ethoxy]-2-propylphenoxy]acetic acid ethyl ester in 50 ml of methanol and 20 ml (0.02 mole) of 1.0N sodium hydroxide was stirred at reflux for 90 minutes. Most of the solvent was removed in vacuo and the pH of the residue was adjusted to 2.0 with 6N HCl. The gummy product was extracted with methylene chloride. The dried (magnesium sulfate) extract was concentrated in vacuo and the residue w... Reactants: ClCCl, O=[Mn]=O, OCC#Cc1cccnc1. Yields the product O=CC#Cc1cccnc1. Reaction SMILES: [Cl:11][CH2:12][Cl:13].[O:14]=[Mn:15]=[O:16].[n:1]1[cH:2][c:3]([C:7]#[C:8][CH2:9][OH:10])[cH:4][cH:5][cH:6]1>>[n:1]1[cH:2][c:3]([C:7]#[C:8][CH:9]=[O:10])[cH:4][cH:5][cH:6]1. Starting materials: CSC=1SCCN1 (2-methylthiothiazoline), O=C1[N-]C(C=C1CCBr)=O (2-(2,5-diketopyrrolidyl)ethyl bromide). Solvent: CC(=O)C (acetone). Run at temperature 130 celsius, time 3 hour. Yields the product [Br-].O=C1[N-]C(C=C1CC[N+]1=C(SCC1)SC)=O (3-[2-(2,5-diketopyrrolidyl)ethyl]-2-methylthiothiazolinium bromide). Isolated yield 66.0%. As a reaction SMILES: [CH3:1][S:2][C:3]1[S:4][CH2:5][CH2:6][N:7]=1.[O:8]=[C:9]1[C:13]([CH2:14][CH2:15][Br:16])=[CH:12][C:11](=[O:17])[N-:10]1>CC(C)=O>[Br-:16].[O:8]=[C:9]1[C:13]([CH2:14][CH2:15][N+:7]2[CH2:6][CH2:5][S:4][C:3]=2[S:2][CH3:1])=[CH:12][C:11](=[O:17])[N-:10]1 |f:3.4|. Reported procedure: 6.6 g (5×10-2 mols) of 2-methylthiothiazoline and 12.0 g (6×10-2 mols) of 2-(2,5-diketopyrrolidyl)ethyl bromide were heated with stirring for about 3 hours on an oil bath which had been heated to a temperature of 130° C. Thereafter, the reaction system was allowed to cool to room temperature. 50 ml of acetone was added to the reaction system. The resulting precipitate was recovered by decantation. 11.1 g of the desired product was obtained in a 66% yield.